This data is from the Open Reaction Database (ORD), a public repository of structured organic reaction records. The task is: describe an organic reaction: reactants, conditions, products, and yield The reactants are Cl.C1(=CC=CC=C1)C1(CCNCC1)C1=CC=CC=C1 (4,4-diphenylpiperidine hydrochloride), C(C)(=O)C=1C(C(=C(NC1C)C)C(CCCCCBr)=O)C1=CC(=CC=C1)[N+](=O)[O-] (5-acetyl-1,4-dihydro-2,6-dimethyl-3-(6-bromohexanoyl)4-(3-nitrophenyl) -pyridine), [I-].[Na+] (sodium iodide), compound B, compound B. Run in C(C)#N (acetonitrile). Product: Cl.C(C)(=O)C=1C(C(=C(NC1C)C)C(CCCCCN1CCC(CC1)(C1=CC=CC=C1)C1=CC=CC=C1)=O)C1=CC(=CC=C1)[N+](=O)[O-] (5-Acetyl-1,4-dihydro-2,6-dimethyl-3-[6-(4,4-diphenyl-1-piperidinyl)hexanoyl]-4-(3-nitrophenyl)-pyridine hydrochloride). RXN SMILES: [C:1]([C:4]1[CH:5]([C:20]2[CH:25]=[CH:24][CH:23]=[C:22]([N+:26]([O-:28])=[O:27])[CH:21]=2)[C:6]([C:12](=[O:19])[CH2:13][CH2:14][CH2:15][CH2:16][CH2:17]Br)=[C:7]([CH3:11])[NH:8][C:9]=1[CH3:10])(=[O:3])[CH3:2].[I-].[Na+].[ClH:31].[C:32]1([C:38]2([C:44]3[CH:49]=[CH:48][CH:47]=[CH:46][CH:45]=3)[CH2:43][CH2:42][NH:41][CH2:40][CH2:39]2)[CH:37]=[CH:36][CH:35]=[CH:34][CH:33]=1>C(#N)C>[ClH:31].[C:1]([C:4]1[CH:5]([C:20]2[CH:25]=[CH:24][CH:23]=[C:22]([N+:26]([O-:28])=[O:27])[CH:21]=2)[C:6]([C:12](=[O:19])[CH2:13][CH2:14][CH2:15][CH2:16][CH2:17][N:41]2[CH2:42][CH2:43][C:38]([C:32]3[CH:37]=[CH:36][CH:35]=[CH:34][CH:33]=3)([C:44]3[CH:49]=[CH:48][CH:47]=[CH:46][CH:45]=3)[CH2:39][CH2:40]2)=[C:7]([CH3:11])[NH:8][C:9]=1[CH3:10])(=[O:3])[CH3:2] |f:1.2,3.4,6.7|. Reported procedure: 9 g (20 mmol) 5-acetyl-1,4-dihydro-2,6-dimethyl-3-(6-bromohexanoyl)4-(3-nitrophenyl) -pyridine are reacted first with 6 g (40 mmol) sodium iodide, as described for starting compound B, and then with 11 g (38 mmol) 4,4-diphenylpiperidine hydrochloride. Working up is carried out as described for starting compound B. The crude product is chromatographed with toluene/acetone=1/1. The product thus obtained is taken up in 20 ml acetonitrile. The title compound is precipitated by addition of ethereal h...